This data is from the Open Reaction Database (ORD), a public repository of structured organic reaction records. The task is: describe an organic reaction: reactants, conditions, products, and yield Reactants: Cl.COC1=CC=C(C[C@@H](C(=O)OCC2=CC=CC=C2)CC(=O)N2CCN(CC2)C)C=C1 (benzyl 2(R)-(4-methoxybenzyl)-3-(N-methylpiperazinocarbonyl)propionate hydrochloride). The reagents and catalysts are [Pd] (palladium-on-charcoal). Solvent: C(C)O (ethanol). The product is Cl.COC1=CC=C(C[C@@H](C(=O)O)CC(=O)N2CCN(CC2)C)C=C1 (2(R)-(4-Methoxybenzyl)-3-(N-methylpiperazinocarbonyl)-propionic acid hydrochloride). The yield is 56.9%. Reaction SMILES: [ClH:1].[CH3:2][O:3][C:4]1[CH:31]=[CH:30][C:7]([CH2:8][C@H:9]([CH2:20][C:21]([N:23]2[CH2:28][CH2:27][N:26]([CH3:29])[CH2:25][CH2:24]2)=[O:22])[C:10]([O:12]CC2C=CC=CC=2)=[O:11])=[CH:6][CH:5]=1>C(O)C.[Pd]>[ClH:1].[CH3:2][O:3][C:4]1[CH:31]=[CH:30][C:7]([CH2:8][C@H:9]([CH2:20][C:21]([N:23]2[CH2:28][CH2:27][N:26]([CH3:29])[CH2:25][CH2:24]2)=[O:22])[C:10]([OH:12])=[O:11])=[CH:6][CH:5]=1 |f:0.1,4.5|. Reported procedure: A suspension of 0.55 g of benzyl 2(R)-(4-methoxybenzyl)-3-(N-methylpiperazinocarbonyl)propionate hydrochloride (prepared as described in Preparation 23) in 20 ml of ethanol was stirred at room temperature for 4 hours under an atmosphere of hydrogen and in the presence of 0.2 g of 10% w/w palladium-on-charcoal. After removing the catalyst by filtration, the filtrate was concentrated by distillation under reduced pressure. The residue was mixed with ethanol and, after the mixture had been allowed ... The reactants are CS(=O)(=O)C1=CC=C(C=N1)OC=1C=C2C=C(NC2=C(C1)OC1CCOCC1)C(=O)OCC (ethyl 5-{[6-(methylsulfonyl)pyridin-3-yl]oxy}-7-(tetrahydro-2H-pyran-4-yloxy)-1H-indole-2-carboxylate), [OH-].[Na+] (sodium hydroxide), Cl (hydrochloric acid). Solvent: C(C)O (ethanol), O1CCCC1 (tetrahydrofuran). Reaction conditions: time 15 hour. Yields the product CS(=O)(=O)C1=CC=C(C=N1)OC=1C=C2C=C(NC2=C(C1)OC1CCOCC1)C(=O)O (5-{[6-(Methylsulfonyl)pyridin-3-yl]oxy}-7-(tetrahydro-2H-pyran-4-yloxy)-1H-indole-2-carboxylic acid). Isolated yield 86.1%. Reaction SMILES: [CH3:1][S:2]([C:5]1[N:10]=[CH:9][C:8]([O:11][C:12]2[CH:13]=[C:14]3[C:18](=[C:19]([O:21][CH:22]4[CH2:27][CH2:26][O:25][CH2:24][CH2:23]4)[CH:20]=2)[NH:17][C:16]([C:28]([O:30]CC)=[O:29])=[CH:15]3)=[CH:7][CH:6]=1)(=[O:4])=[O:3].[OH-].[Na+].Cl>C(O)C.O1CCCC1>[CH3:1][S:2]([C:5]1[N:10]=[CH:9][C:8]([O:11][C:12]2[CH:13]=[C:14]3[C:18](=[C:19]([O:21][CH:22]4[CH2:23][CH2:24][O:25][CH2:26][CH2:27]4)[CH:20]=2)[NH:17][C:16]([C:28]([OH:30])=[O:29])=[CH:15]3)=[CH:7][CH:6]=1)(=[O:4])=[O:3] |f:1.2|. Reported procedure: To a solution of ethyl 5-{[6-(methylsulfonyl)pyridin-3-yl]oxy}-7-(tetrahydro-2H-pyran-4-yloxy)-1H-indole-2-carboxylate (7.3 g) in ethanol (100 mL) and tetrahydrofuran (100 mL) was added 1N aqueous sodium hydroxide solution (32 mL), and the mixture was stirred at room temperature for 15 hr. To the reaction mixture, 1N hydrochloric acid (32 mL) was added, and the mixture was extracted with ethyl acetate. The organic layer was washed with saturated brine, dried over magnesium sulfate, filtered and ... Starting materials: CC(CC(C)C)(C)C=1C=CC(C1)=C(C)C (3-(1,1,3-trimethylbutyl)-6,6-dimethylfulvene), C(C)(C)(C)C=1C=CC=2CC3=CC=C(C=C3C2C1)C(C)(C)C (3,6-di-tert-butylfluorene), CCCCCC (hexane), C(CCC)[Li] (n-butyllithium). The solvent is CCOCC (ether), O (water), C1CCOC1 (THF), C1CCOC1 (THF). The product is CC(CC(C)C)(C)C1=CC(C=C1)C(C)(C)C1=CC(=CC=2C3=CC(=CC=C3CC12)C(C)(C)C)C(C)(C)C (2-(3-(1,1,3-trimethylbutyl)cyclopentadienyl)-2-(3,6-di-tert-butylfluorenyl)propane). The yield is 74.4%. RXN SMILES: [C:1]([C:5]1[CH:6]=[CH:7][C:8]2[CH2:9][C:10]3[C:15]([C:16]=2[CH:17]=1)=[CH:14][C:13]([C:18]([CH3:21])([CH3:20])[CH3:19])=[CH:12][CH:11]=3)([CH3:4])([CH3:3])[CH3:2].CCCCCC.C([Li])CCC.[CH3:33][C:34]([C:40]1[CH:41]=[CH:42][C:43](=[C:45]([CH3:47])[CH3:46])[CH:44]=1)([CH3:39])[CH2:35][CH:36]([CH3:38])[CH3:37]>C1COCC1.CCOCC.O>[CH3:39][C:34]([C:40]1[CH:41]=[CH:42][CH:43]([C:45]([C:11]2[C:10]3[CH2:9][C:8]4[C:16](=[CH:17][C:5]([C:1]([CH3:4])([CH3:3])[CH3:2])=[CH:6][CH:7]=4)[C:15]=3[CH:14]=[C:13]([C:18]([CH3:21])([CH3:20])[CH3:19])[CH:12]=2)([CH3:47])[CH3:46])[CH:44]=1)([CH3:33])[CH2:35][CH:36]([CH3:38])[CH3:37]. Procedure details: To a solution of 2.16 g (7.8 mmol) of 3,6-di-tert-butylfluorene in 35 ml of THF, 5.0 ml (8.2 mmol) of a hexane solution of n-butyllithium was dropwise added in a nitrogen atmosphere with ice cooling, followed by stirring at room temperature for one night. To the resulting red solution, a solution of 2.16 g (10.6 mmol) of 3-(1,1,3-trimethylbutyl)-6,6-dimethylfulvene in 10 ml of THF was dropwise added in a nitrogen atmosphere with ice cooling, followed by stirring at room temperature for 5 days. A... The reactants are B(O)O (boronic acid), OO (hydrogen peroxide), IC1=C(C=CC(=C1)Cl)Cl (2-iodo-1,4-dichlorobenzene), tetrakis(triphenyl-phosphine)palladium, C([O-])([O-])=O.[Na+].[Na+] (sodium carbonate), N1=CC(=CC=C1)B(O)O (3-pyridylboronic acid). Solvent: C1=CC=CC=C1 (benzene), C(C)O (ethanol). Product: ClC1=C(C=C(C=C1)Cl)C=1C=NC=CC1 (3-(2,5-Dichlorophenyl)-pyridine). RXN SMILES: I[C:2]1[CH:7]=[C:6]([Cl:8])[CH:5]=[CH:4][C:3]=1[Cl:9].C(=O)([O-])[O-].[Na+].[Na+].[N:16]1[CH:21]=[CH:20][CH:19]=[C:18](B(O)O)[CH:17]=1.B(O)O.OO>C(O)C.C1C=CC=CC=1>[Cl:9][C:3]1[CH:4]=[CH:5][C:6]([Cl:8])=[CH:7][C:2]=1[C:18]1[CH:17]=[N:16][CH:21]=[CH:20][CH:19]=1 |f:1.2.3|. Procedure details: A 50 ml two-necked round-bottom flask is charged with 2-iodo-1,4-dichlorobenzene (5.44 g), tetrakis(triphenyl-phosphine)palladium (3 mol %, Aldrich), benzene (40 ml), and aqueous sodium carbonate solution (20 ml of 2M solution). To this vigorously stirred mixture is added 3-pyridylboronic acid (2.71 g) dissolved in a minimum amount of 95% ethanol. The reaction mixture is heated to 90°-95° C. and refluxed for 9 hours under vigorous stirring. The reaction mixture is then cooled to room temperature... Reactants: Cc1nc(Nc2cnccn2)sc1-c1cccc(S(=O)(=O)Cl)c1, NCCO, [Na+], [Na+], O=C([O-])[O-], C1COCCO1. The product is Cc1nc(Nc2cnccn2)sc1-c1cccc(S(=O)(=O)NCCO)c1. Reaction SMILES: [CH3:1][c:2]1[n:3][c:4]([NH:17][c:18]2[n:19][cH:20][cH:21][n:22][cH:23]2)[s:5][c:6]1-[c:7]1[cH:8][c:9]([S:13](=[O:14])(=[O:15])[Cl:16])[cH:10][cH:11][cH:12]1.[NH2:30][CH2:31][CH2:32][OH:33].[Na+:24].[Na+:25].[O-:26][C:27](=[O:28])[O-:29].[O:34]1[CH2:35][CH2:36][O:37][CH2:38][CH2:39]1>>[CH3:1][c:2]1[n:3][c:4]([NH:17][c:18]2[n:19][cH:20][cH:21][n:22][cH:23]2)[s:5][c:6]1-[c:7]1[cH:8][c:9]([S:13](=[O:14])(=[O:15])[NH:30][CH2:31][CH2:32][OH:33])[cH:10][cH:11][cH:12]1. The reactants are O=C(CCP(OCC)(OCC)=O)C (diethyl 3-oxobutylphosphonate), [C-]#N.[K+] (potassium cyanide), C([O-])([O-])=O.[NH4+].[NH4+] (ammonium carbonate), C(C)O.O (ethanol water). Product: C(C)OP(=O)(OCC)CCC1(C(NC(N1)=O)=O)C (5-(2-Diethylphosphonoethyl)-5-methylhydantoin). Reaction SMILES: O=[C:2]([CH3:13])[CH2:3][CH2:4][P:5](=[O:12])([O:9][CH2:10][CH3:11])[O:6][CH2:7][CH3:8].[C-]#N.[K+].[C:17](=[O:20])([O-])[O-].[NH4+:21].[NH4+:22].[CH2:23]([OH:25])C.O>>[CH2:7]([O:6][P:5]([CH2:4][CH2:3][C:2]1([CH3:13])[NH:22][C:23](=[O:25])[NH:21][C:17]1=[O:20])([O:9][CH2:10][CH3:11])=[O:12])[CH3:8] |f:1.2,3.4.5,6.7|. Reported procedure: A mixture of 208 grams (1 mole) of diethyl 3-oxobutylphosphonate, 130 grams (2 moles) of potassium cyanide, and 456 grams (4.75 moles) of ammonium carbonate dissolved in 2200 ml of 50:50 ethanol-water was heated and stirred under nitrogen at reflux for five hours. After the heating period, the reaction mixture was stripped in vacuo at 70° C./16 mm and the residue dried at 75° C./0.1 mm. Anhydrous ethanol, 1100 ml, was added to the residue and the mixture boiled until only inorganic salts remaine... Starting materials: C1(CCC1)C(=O)OCC (ethyl cyclobutanecarboxylate), C(C)(C)NC(C)C (diisopropylamine), C(CCC)[Li] (n-butyllithium), C(C1=CC=CC=C1)Br (benzyl bromide). Solvent: O1CCCC1 (tetrahydrofuran), O1CCCC1 (tetrahydrofuran), hexanes. Conditions: temperature 0 celsius, time 15 minute. Yields the product C(C1=CC=CC=C1)C1(CCC1)C(=O)OCC (ethyl 1-benzylcyclobutanecarboxylate). Isolated yield 120.0%. RXN SMILES: C(NC(C)C)(C)C.C([Li])CCC.[CH:13]1([C:17]([O:19][CH2:20][CH3:21])=[O:18])[CH2:16][CH2:15][CH2:14]1.[CH2:22](Br)[C:23]1[CH:28]=[CH:27][CH:26]=[CH:25][CH:24]=1>O1CCCC1>[CH2:22]([C:13]1([C:17]([O:19][CH2:20][CH3:21])=[O:18])[CH2:16][CH2:15][CH2:14]1)[C:23]1[CH:28]=[CH:27][CH:26]=[CH:25][CH:24]=1. Procedure: To a −78° C. solution of 2.8 mL (20.0 mmol) of diisopropylamine in 40 mL of dry tetrahydrofuran was added 13.75 mL (22 mmol) of 1.6 M n-butyllithium in hexanes. The reaction was let warm to 0° C. and then cooled to −78° C. A solution of 2.7 mL (20 mmol) of ethyl cyclobutanecarboxylate in 10 mL of tetrahydrofuran was added dropwise and the reaction let warm to 0° C. The reaction was stirred for 15 min before being cooled to −78° C. To the solution was added 3.1 mL (26 mmol) of benzyl bromide drop... Starting materials: C(C)(C)(C)OC(=O)N1[C@H](C[C@H](C1=O)C1=CC=C(C=C1)OC)C(=O)O ((2R, 4S)-4-(4-methoxyphenyl)-5-oxopyrrolidine-1,2-dicarboxylic acid 1-tert-butyl ester), C(C)(C)N(CC)C(C)C (diisopropylethylamine), Cl.C(C1=CC=CC=C1)ON (O-benzylhydroxylamine hydrochloride), B([O-])([O-])F.B([O-])([O-])F.B([O-])([O-])F.B([O-])([O-])F.B([O-])([O-])F.B([O-])([O-])F.N1(N=NC2=C1C=CC=C2)O[P+](N(C)C)(N(C)C)N(C)C.N2(N=NC1=C2C=CC=C1)O[P+](N(C)C)(N(C)C)N(C)C.N1(N=NC2=C1C=CC=C2)O[P+](N(C)C)(N(C)C)N(C)C.N2(N=NC1=C2C=CC=C1)O[P+](N(C)C)(N(C)C)N(C)C.N1(N=NC2=C1C=CC=C2)O[P+](N(C)C)(N(C)C)N(C)C.N2(N=NC1=C2C=CC=C1)O[P+](N(C)C)(N(C)C)N(C)C.N1(N=NC2=C1C=CC=C2)O[P+](N(C)C)(N(C)C)N(C)C.N2(N=NC1=C2C=CC=C1)O[P+](N(C)C)(N(C)C)N(C)C.N1(N=NC2=C1C=CC=C2)O[P+](N(C)C)(N(C)C)N(C)C.N2(N=NC1=C2C=CC=C1)O[P+](N(C)C)(N(C)C)N(C)C.N1(N=NC2=C1C=CC=C2)O[P+](N(C)C)(N(C)C)N(C)C.N2(N=NC1=C2C=CC=C1)O[P+](N(C)C)(N(C)C)N(C)C ((benztriazol-1-yloxy)tris(dimethylamino)phosphonium hexafluoroborate). Solvent: C(Cl)Cl (methylene chloride). Reaction conditions: time 8 hour. Yields the product C(C)(C)(C)OC(=O)N1C([C@@H](C[C@@H]1C(NOCC1=CC=CC=C1)=O)C1=CC=C(C=C1)OC)=O ((3S, 5R)-5-benzyloxycarbamoyl-3-(4-methoxyphenyl)-2-oxopyrrolidine-1-carboxylic acid tert-butyl ester). As a reaction SMILES: [C:1]([O:5][C:6]([N:8]1[C:12](=[O:13])[C@H:11]([C:14]2[CH:19]=[CH:18][C:17]([O:20][CH3:21])=[CH:16][CH:15]=2)[CH2:10][C@@H:9]1[C:22](O)=[O:23])=[O:7])([CH3:4])([CH3:3])[CH3:2].C(N([CH:31]([CH3:33])[CH3:32])CC)(C)C.Cl.[CH2:35]([O:42][NH2:43])C1C=CC=CC=1.B(F)([O-])[O-].B(F)([O-])[O-].B(F)([O-])[O-].B(F)([O-])[O-].B(F)([O-])[O-].B(F)([O-])[O-].N1(O[P+](N(C)C)(N(C)C)N(C)C)[C:72]2C=CC=[CH:76][C:71]=2N=N1.N1(O[P+](N(C)C)(N(C)C)N(C)C)C2C=CC=CC=2N=N1.N1(O[P+](N(C)C)(N(C)C)N(C)C)C2C=CC=CC=2N=N1.N1(O[P+](N(C)C)(N(C)C)N(C)C)C2C=CC=CC=2N=N1.N1(O[P+](N(C)C)(N(C)C)N(C)C)C2C=CC=CC=2N=N1.N1(O[P+](N(C)C)(N(C)C)N(C)C)C2C=CC=CC=2N=N1.N1(O[P+](N(C)C)(N(C)C)N(C)C)C2C=CC=CC=2N=N1.N1(O[P+](N(C)C)(N(C)C)N(C)C)C2C=CC=CC=2N=N1.N1(O[P+](N(C)C)(N(C)C)N(C)C)C2C=CC=CC=2N=N1.N1(O[P+](N(C)C)(N(C)C)N(C)C)C2C=CC=CC=2N=N1.N1(O[P+](N(C)C)(N(C)C)N(C)C)C2C=CC=CC=2N=N1.N1(O[P+](N(C)C)(N(C)C)N(C)C)C2C=CC=CC=2N=N1>C(Cl)Cl>[C:1]([O:5][C:6]([N:8]1[C@@H:9]([C:22](=[O:23])[NH:43][O:42][CH2:35][C:32]2[CH:31]=[CH:33][CH:76]=[CH:71][CH:72]=2)[CH2:10][C@@H:11]([C:14]2[CH:15]=[CH:16][C:17]([O:20][CH3:21])=[CH:18][CH:19]=2)[C:12]1=[O:13])=[O:7])([CH3:2])([CH3:4])[CH3:3] |f:2.3,4.5.6.7.8.9.10.11.12.13.14.15.16.17.18.19.20.21|. Procedure details: To a solution of (2R, 4S)-4-(4-methoxyphenyl)-5-oxopyrrolidine-1,2-dicarboxylic acid 1-tert-butyl ester (305 mg, 0.91 mmol), diisopropylethylamine (0.35 mL, 2.0 mmol) and O-benzylhydroxylamine hydrochloride (160 mg, 1.0 mmol) in methylene chloride (20 mL) was added (benztriazol-1-yloxy)tris(dimethylamino)phosphonium hexafluoroborate (443 mg, 1.0 mmol). The reaction was stirred at room temperature overnight. After dilution with methylene chloride, the mixture was washed with aqueous saturated sod... Starting materials: final mixture, C1(CC1)COC=1C=C(C(=O)[O-])C=CC1N(S(=O)(=O)C)CCN1CCN(CC1)C.[Li+] (lithium 3-(cyclopropylmethoxy)-4-(N-(2-(4-methylpiperazin-1-yl)ethyl)methylsulfonamido)benzoate), C(CCl)Cl (EDC), OCC(=O)OCC1=CC=CC=C1 (benzyl 2-hydroxyacetate). Reagents/catalysts: CN(C)C=1C=CN=CC1 (DMAP). Run in C(Cl)Cl (DCM). The product is C1(CC1)COC=1C=C(C(=O)OCC(=O)OCC2=CC=CC=C2)C=CC1N(S(=O)(=O)C)CCN1CCN(CC1)C (2-(benzyloxy)-2-oxoethyl 3-(cyclopropylmethoxy)-4-(N-(2-(4-methylpiperazin-1-yl)ethyl)-methylsulfonamido)benzoate). The yield is 76.0%. RXN SMILES: [CH:1]1([CH2:4][O:5][C:6]2[CH:7]=[C:8]([CH:12]=[CH:13][C:14]=2[N:15]([CH2:20][CH2:21][N:22]2[CH2:27][CH2:26][N:25]([CH3:28])[CH2:24][CH2:23]2)[S:16]([CH3:19])(=[O:18])=[O:17])[C:9]([O-:11])=[O:10])[CH2:3][CH2:2]1.[Li+].C(Cl)CCl.O[CH2:35][C:36]([O:38][CH2:39][C:40]1[CH:45]=[CH:44][CH:43]=[CH:42][CH:41]=1)=[O:37]>C(Cl)Cl.CN(C1C=CN=CC=1)C>[CH:1]1([CH2:4][O:5][C:6]2[CH:7]=[C:8]([CH:12]=[CH:13][C:14]=2[N:15]([CH2:20][CH2:21][N:22]2[CH2:23][CH2:24][N:25]([CH3:28])[CH2:26][CH2:27]2)[S:16]([CH3:19])(=[O:17])=[O:18])[C:9]([O:11][CH2:35][C:36]([O:38][CH2:39][C:40]2[CH:45]=[CH:44][CH:43]=[CH:42][CH:41]=2)=[O:37])=[O:10])[CH2:3][CH2:2]1 |f:0.1|. Procedure: To a solution of lithium 3-(cyclopropylmethoxy)-4-(N-(2-(4-methylpiperazin-1-yl)ethyl)methylsulfonamido)benzoate (theoric 0.869 mmol) and EDC (349 mg, 1.821 mmol) in dry DCM (3 ml), benzyl 2-hydroxyacetate (151 mg, 0.910 mmol) and DMAP (111 mg, 0.910 mmol) were added at RT. The final mixture was stirred for 2 days, then the solvent was evaporated, the residue was portioned between water and EtOAc, the organic layer was washed with NaHCO3 sat. sol. and brine, dried over Na2SO4 and evaporated. The...